From a dataset of the Open Reaction Database (ORD), a public repository of structured organic reaction records. describe an organic reaction: reactants, conditions, products, and yield Starting materials: CC1=CC=C(C=C1)C=1OC2=C(N1)C=C(C=C2)C(=O)Cl (2-(4-Methylphenyl)-5-benzoxazolecarbonyl Chloride), C1(O)=CC(O)=CC=C1 (resorcinol), [OH-].[Na+] (sodium hydroxide). The solvent is C(Cl)(Cl)Cl (chloroform), O (water). Product: CC1=CC=C(C=C1)C=1OC2=C(N1)C=C(C=C2)C(=O)OC2=CC(=CC=C2)OC(=O)C=2C=CC1=C(N=C(O1)C1=CC=C(C=C1)C)C2 (m-Phenylene bis[2-(4-Methylphenyl)-5-benzoxazolecarboxylate]). RXN SMILES: [CH3:1][C:2]1[CH:7]=[CH:6][C:5]([C:8]2[O:9][C:10]3[CH:16]=[CH:15][C:14]([C:17](Cl)=[O:18])=[CH:13][C:11]=3[N:12]=2)=[CH:4][CH:3]=1.[C:20]1([CH:27]=[CH:26][CH:25]=[C:23]([OH:24])[CH:22]=1)[OH:21].[OH-:28].[Na+]>C(Cl)(Cl)Cl.O>[CH3:1][C:2]1[CH:7]=[CH:6][C:5]([C:8]2[O:9][C:10]3[CH:16]=[CH:15][C:14]([C:17]([O:21][C:20]4[CH:27]=[CH:26][CH:25]=[C:23]([O:24][C:17]([C:14]5[CH:15]=[CH:16][C:10]6[O:9][C:8]([C:5]7[CH:6]=[CH:7][C:2]([CH3:1])=[CH:3][CH:4]=7)=[N:12][C:11]=6[CH:13]=5)=[O:28])[CH:22]=4)=[O:18])=[CH:13][C:11]=3[N:12]=2)=[CH:4][CH:3]=1 |f:2.3|. Procedure details: A mixture of 1c (5.42 g. 0.02 mole), resorcinol (1.10 g., 0.02 mole), and sodium hydroxide (0.8 g., 0.02 mole) was refluxed for 3 hours in a mixture of chloroform (50 ml.) and water (15 ml.). Upon cooling a solid separated between the layers which was filtered, air-dried, and amounted to 2.43 g. (42%) of 1f. UV (CH2CH2) λ max 306 nm (52,000), ε325 = 13,000. Reactants: O=C1OC2CCC1N(S(=O)(=O)c1ccc(OCc3ccccc3)cc1)C2, C1CCOC1, CO, Cl, [Li+], [OH-]. Product: O=C(O)C1CCC(O)CN1S(=O)(=O)c1ccc(OCc2ccccc2)cc1. RXN SMILES: [CH2:1]([c:2]1[cH:3][cH:4][cH:5][cH:6][cH:7]1)[O:8][c:9]1[cH:10][cH:11][c:12]([S:15](=[O:16])(=[O:17])[N:18]2[CH:19]3[C:20](=[O:26])[O:21][CH:22]([CH2:23]2)[CH2:24][CH2:25]3)[cH:13][cH:14]1.[CH2:27]1[CH2:30][CH2:29][CH2:28][O:31]1.[CH3:35][OH:36].[ClH:32].[Li+:34].[OH-:33]>>[CH2:1]([c:2]1[cH:3][cH:4][cH:5][cH:6][cH:7]1)[O:8][c:9]1[cH:10][cH:11][c:12]([S:15](=[O:16])(=[O:17])[N:18]2[CH:19]([C:20](=[O:26])[OH:31])[CH2:25][CH2:24][CH:22]([OH:21])[CH2:23]2)[cH:13][cH:14]1.